From a dataset of the Open Reaction Database (ORD), a public repository of structured organic reaction records. describe an organic reaction: reactants, conditions, products, and yield Starting materials: C(C)N(CCCN1N=C(C2=C(C=CC=C12)Cl)N)CC (1-(3-diethylaminopropyl)-3-amino-4-chloroindazole), C1(C=2C(C(N1C1=NNC3=CC=CC(=C13)Cl)=O)=CC=CC2)=O (3-phthalimido-4-chloroindazole), Br.BrCCCN(CC)CC (3-bromopropyldiethylamine hydrobromide), C1(C=2C(C(N1C1=NNC3=CC=CC=C13)=O)=CC=CC2)=O (3-phthalimidoindazole), Br.CC(CCBr)N1CCCCC1 (1-(1-methyl-3-bromopropyl)-piperidine hydrobromide). The product is N1(CCCCC1)C(CCN1N=C(C2=CC=CC=C12)N)C (1-(3-piperidinobutyl)-3-aminoindazole). Isolated yield 151.0%. Reaction SMILES: C(N(CC)CCCN1C2C(=C(Cl)C=CC=2)C(N)=N1)C.C1(=O)[N:24]([C:25]2[C:33]3[C:28](=[CH:29][CH:30]=[CH:31][CH:32]=3)[NH:27][N:26]=2)C(=O)C2=CC=CC=C12.Br.[CH3:41][CH:42]([N:46]1[CH2:51][CH2:50][CH2:49][CH2:48][CH2:47]1)[CH2:43][CH2:44]Br.C1(=O)N(C2C3C(=CC=CC=3Cl)NN=2)C(=O)C2=CC=CC=C12.Br.BrCCCN(CC)CC>>[N:46]1([CH:42]([CH3:41])[CH2:43][CH2:44][N:27]2[C:28]3[C:33](=[CH:32][CH:31]=[CH:30][CH:29]=3)[C:25]([NH2:24])=[N:26]2)[CH2:51][CH2:50][CH2:49][CH2:48][CH2:47]1 |f:2.3,5.6|. Procedure: The same procedures for preparing 1-(3-diethylaminopropyl)-3-amino-4-chloroindazole as described in Example 89 were repeated except that 8 g of 3-phthalimidoindazole and 10.5 g of 1-(1-methyl-3-bromopropyl)-piperidine hydrobromide were employed instead of the 3-phthalimido-4-chloroindazole and the 3-bromopropyldiethylamine hydrobromide, respectively. As a result, 12.5 g of 1-(3-piperidinobutyl)-3-aminoindazole was obtained. Reactants: O=C(O)CBr, CC(C)COC(=O)Cl, CCCCCNCCC12CC3CC(CC(C3)C1)C2, CCOC(C)=O, CN1CCOCC1, Cl, [Na+], C1CCOC1, O=C([O-])O. Product: CCCCCN(CCC12CC3CC(CC(C3)C1)C2)C(=O)CBr. As a reaction SMILES: [Br:1][CH2:2][C:3](=[O:4])[OH:5].[C:13]([Cl:14])(=[O:15])[O:16][CH2:17][CH:18]([CH3:19])[CH3:20].[C:22]12([CH2:32][CH2:33][NH:34][CH2:35][CH2:36][CH2:37][CH2:38][CH3:39])[CH2:23][CH:24]3[CH2:25][CH:26]([CH2:27][CH:28]([CH2:29]1)[CH2:30]3)[CH2:31]2.[CH3:50][CH2:51][O:52][C:53](=[O:54])[CH3:55].[CH3:6][N:7]1[CH2:8][CH2:9][O:10][CH2:11][CH2:12]1.[ClH:21].[Na+:40].[O:45]1[CH2:46][CH2:47][CH2:48][CH2:49]1.[OH:41][C:42](=[O:43])[O-:44]>>[Br:1][CH2:2][C:3](=[O:5])[N:34]([CH2:33][CH2:32][C:22]12[CH2:23][CH:24]3[CH2:25][CH:26]([CH2:27][CH:28]([CH2:29]1)[CH2:30]3)[CH2:31]2)[CH2:35][CH2:36][CH2:37][CH2:38][CH3:39]. Reactants: CCO, Nc1ccc2ccc(Oc3ccccc3)nc2n1, O, O=C(O)c1ccco1. The product is O=C(Nc1ccc2ccc(Oc3ccccc3)nc2n1)c1ccco1. As a reaction SMILES: [CH3:27][CH2:28][OH:29].[NH2:9][c:10]1[n:11][c:12]2[n:13][c:14]([O:20][c:21]3[cH:22][cH:23][cH:24][cH:25][cH:26]3)[cH:15][cH:16][c:17]2[cH:18][cH:19]1.[OH2:30].[o:1]1[c:2]([C:6](=[O:7])[OH:8])[cH:3][cH:4][cH:5]1>>[o:1]1[c:2]([C:6](=[O:8])[NH:9][c:10]2[n:11][c:12]3[n:13][c:14]([O:20][c:21]4[cH:22][cH:23][cH:24][cH:25][cH:26]4)[cH:15][cH:16][c:17]3[cH:18][cH:19]2)[cH:3][cH:4][cH:5]1. Reactants: C(C=C)OC(=O)N(CC1=CC=CC=C1)CC(O)C1(OCCO1)C (2-[2-(N-allyloxycarbonyl-N-benzylamino)-1-hydroxyethyl]-2-methyl-1,3-dioxolane), C1(=CC=CC=C1)P(C1=CC=CC=C1)C1=CC=CC=C1 (triphenylphosphine), N1CCOCC1 (morpholine). The reagents and catalysts are C=1C=CC(=CC1)[P](C=2C=CC=CC2)(C=3C=CC=CC3)[Pd]([P](C=4C=CC=CC4)(C=5C=CC=CC5)C=6C=CC=CC6)([P](C=7C=CC=CC7)(C=8C=CC=CC8)C=9C=CC=CC9)[P](C=1C=CC=CC1)(C=1C=CC=CC1)C=1C=CC=CC1 (Tetrakis(triphenylphosphine)palladium(0)). Run in O1CCCC1 (tetrahydrofuran). Reaction conditions: time 2 hour. Yields the product C(C1=CC=CC=C1)NCC(O)C1(OCCO1)C (2-(2-benzylamino-1-hydroxyethyl)-2-methyl-1,3-dioxolane). Yield: 72.2%. RXN SMILES: C(OC([N:7]([CH2:15][CH:16]([C:18]1([CH3:23])[O:22][CH2:21][CH2:20][O:19]1)[OH:17])[CH2:8][C:9]1[CH:14]=[CH:13][CH:12]=[CH:11][CH:10]=1)=O)C=C.C1(P(C2C=CC=CC=2)C2C=CC=CC=2)C=CC=CC=1.N1CCOCC1>O1CCCC1.C1C=CC([P]([Pd]([P](C2C=CC=CC=2)(C2C=CC=CC=2)C2C=CC=CC=2)([P](C2C=CC=CC=2)(C2C=CC=CC=2)C2C=CC=CC=2)[P](C2C=CC=CC=2)(C2C=CC=CC=2)C2C=CC=CC=2)(C2C=CC=CC=2)C2C=CC=CC=2)=CC=1>[CH2:8]([NH:7][CH2:15][CH:16]([C:18]1([CH3:23])[O:19][CH2:20][CH2:21][O:22]1)[OH:17])[C:9]1[CH:10]=[CH:11][CH:12]=[CH:13][CH:14]=1 |^1:57,59,78,97|. Reported procedure: Tetrakis(triphenylphosphine)palladium(0) (2 g) was added to a mixture of 2-[2-(N-allyloxycarbonyl-N-benzylamino)-1-hydroxyethyl]-2-methyl-1,3-dioxolane (10.5 g), triphenylphosphine (0.86 g), and morpholine (3 ml) in tetrahydrofuran (100 ml) at ambient temperature in a stream of nitrogen. The mixture was stirred at the same condition for 2 hours and concentrated under reduced pressure to give a residue. The residue was subjected to a column chromatography on silica gel (150 g) and eluted with a m... The reactants are CC(C)(C(=O)c1ccc(Br)cc1)n1ncn(-c2ccc(N3CCN(c4ccc(O)cc4)CC3)cc2)c1=O, C1COCCO1, CC(=O)O, CO, O. The product is CC(C)(C(O)c1ccc(Br)cc1)n1ncn(-c2ccc(N3CCN(c4ccc(O)cc4)CC3)cc2)c1=O. RXN SMILES: [Br:1][c:2]1[cH:3][cH:4][c:5]([C:8]([C:9]([CH3:10])([CH3:11])[n:12]2[n:13][cH:14][n:15](-[c:18]3[cH:19][cH:20][c:21]([N:24]4[CH2:25][CH2:26][N:27]([c:30]5[cH:31][cH:32][c:33]([OH:36])[cH:34][cH:35]5)[CH2:28][CH2:29]4)[cH:22][cH:23]3)[c:16]2=[O:17])=[O:37])[cH:6][cH:7]1.[CH2:42]1[O:43][CH2:44][CH2:45][O:46][CH2:47]1.[CH3:38][C:39](=[O:40])[OH:41].[CH3:48][OH:49].[OH2:50]>>[Br:1][c:2]1[cH:3][cH:4][c:5]([CH:8]([C:9]([CH3:10])([CH3:11])[n:12]2[n:13][cH:14][n:15](-[c:18]3[cH:19][cH:20][c:21]([N:24]4[CH2:25][CH2:26][N:27]([c:30]5[cH:31][cH:32][c:33]([OH:36])[cH:34][cH:35]5)[CH2:28][CH2:29]4)[cH:22][cH:23]3)[c:16]2=[O:17])[OH:37])[cH:6][cH:7]1. The reactants are [BH4-], C1CCOC1, CO, C[Si](C)(C)Cl, CC(CC(F)(F)F)C(N)C(=O)O, [Li+]. Yields the product CC(CC(F)(F)F)C(N)CO. As a reaction SMILES: [BH4-:1].[CH2:22]1[O:23][CH2:24][CH2:25][CH2:26]1.[CH3:20][OH:21].[Cl:3][Si:4]([CH3:5])([CH3:6])[CH3:7].[F:8][C:9]([CH2:10][CH:11]([CH:12]([NH2:13])[C:14](=[O:15])[OH:16])[CH3:17])([F:18])[F:19].[Li+:2]>>[F:8][C:9]([CH2:10][CH:11]([CH:12]([NH2:13])[CH2:14][OH:15])[CH3:17])([F:18])[F:19].